Dataset: the Open Reaction Database (ORD), a public repository of structured organic reaction records. Task: describe an organic reaction: reactants, conditions, products, and yield Procedure details: The compound (1.3 g) obtained in the above (1) was treated in a similar manner to in Example 321 (2), (3) to give the title compound (889 mg) as hydrochloride. Reaction SMILES: C(OC([N:8]([CH2:16][CH2:17][CH2:18][N:19]1[C:23]([C:24]2[CH:29]=[CH:28][C:27]([F:30])=[CH:26][CH:25]=2)=[CH:22][S:21][C:20]1=[N:31][C:32]1[CH:37]=[CH:36][C:35]([Cl:38])=[CH:34][C:33]=1[O:39][CH3:40])[CH2:9][CH2:10][C:11](OCC)=[O:12])=O)(C)(C)C.ClC1C=CC(N=C2N(CCCNCCO)C(C3C=CC(F)=CC=3)=CS2)=C(OC)C=1.Cl>>[Cl:38][C:35]1[CH:36]=[CH:37][C:32]([N:31]=[C:20]2[N:19]([CH2:18][CH2:17][CH2:16][NH:8][CH2:9][CH2:10][CH2:11][OH:12])[C:23]([C:24]3[CH:25]=[CH:26][C:27]([F:30])=[CH:28][CH:29]=3)=[CH:22][S:21]2)=[C:33]([O:39][CH3:40])[CH:34]=1. Product: ClC1=CC(=C(C=C1)N=C1SC=C(N1CCCNCCCO)C1=CC=C(C=C1)F)OC (3-({3-[2-[(4-Chloro-2-methoxyphenyl)imino]-4-(4-fluorophenyl)-thiazol-3(2H)-yl]propyl}amino)-1-propanol). Reactants: Cl (hydrochloride), compound, C(C)(C)(C)OC(=O)N(CCC(=O)OCC)CCCN1C(SC=C1C1=CC=C(C=C1)F)=NC1=C(C=C(C=C1)Cl)OC (Ethyl N-(tert-butoxycarbonyl)-N-{3-[2-[(4-chloro-2-methoxyphenyl)-imino]-4-(4-fluorophenyl)thiazol-3(2H)-yl]propyl}-β-alaninate), ClC1=CC(=C(C=C1)N=C1SC=C(N1CCCNCCO)C1=CC=C(C=C1)F)OC (2-({3-[2-[(4-Chloro-2-methoxyphenyl)imino]-4-(4-fluorophenyl)-thiazol-3(2H)-yl]propyl}amino)ethanol), Example 321 ( 2 ). Starting materials: Brc1ccc(C2CO2)cc1, C1COCCN1, ClCCl. The product is OC(CN1CCOCC1)c1ccc(Br)cc1. As a reaction SMILES: [Br:1][c:2]1[cH:3][cH:4][c:5]([CH:8]2[O:9][CH2:10]2)[cH:6][cH:7]1.[CH2:11]1[CH2:12][O:13][CH2:14][CH2:15][NH:16]1.[Cl:17][CH2:18][Cl:19]>>[Br:1][c:2]1[cH:3][cH:4][c:5]([CH:8]([OH:9])[CH2:10][N:16]2[CH2:11][CH2:12][O:13][CH2:14][CH2:15]2)[cH:6][cH:7]1. Reactants: C(C)OC(=O)C1=CC=C(OC2CCN(CC2)C(=O)OC(C)(C)C)C=C1 (tert-butyl 4-[4-(ethoxycarbonyl)phenoxy]tetrahydro-1(2H)-pyridinecarboxylate), C(C)OC1(CC1)O[Si](C)(C)C ([(1-ethoxycyclopropyl)oxy](trimethyl)silane), C1(CCC1)=O (cyclobutanone). Yields the product C1(CCCC1)N1CCC(CC1)OC1=CC=C(C=O)C=C1 (4-[(1-cyclopentyl-4-piperidinyl)oxy]benzaldehyde). Reaction SMILES: C(O[C:4]([C:6]1[CH:25]=[CH:24][C:9]([O:10][CH:11]2[CH2:16][CH2:15][N:14]([C:17](OC(C)(C)C)=O)[CH2:13][CH2:12]2)=[CH:8][CH:7]=1)=[O:5])C.C(OC1(O[Si](C)(C)C)CC1)C.[C:37]1(=O)[CH2:40][CH2:39][CH2:38]1>>[CH:17]1([N:14]2[CH2:13][CH2:12][CH:11]([O:10][C:9]3[CH:8]=[CH:7][C:6]([CH:4]=[O:5])=[CH:25][CH:24]=3)[CH2:16][CH2:15]2)[CH2:39][CH2:38][CH2:37][CH2:40]1. Procedure: Compounds of Reference Examples 2 and 3 can be produced according to the method of Reference Example 1 but starting from tert-butyl 4-[4-(ethoxycarbonyl)phenoxy]tetrahydro-1(2H)-pyridinecarboxylate and [(1-ethoxycyclopropyl)oxy](trimethyl)silane or cyclobutanone. The reactants are CC(C)(C)OC(=O)Nc1ccc(C=O)c([N+](=O)[O-])c1, C#CC(=O)OCC, C[Si](C)(C)[N-][Si](C)(C)C, [Cl-], [Li+], [NH4+], C1CCOC1. Product: CCOC(=O)C#CC(O)c1ccc(NC(=O)OC(C)(C)C)cc1[N+](=O)[O-]. As a reaction SMILES: [C:18]([CH3:19])([CH3:20])([CH3:21])[O:22][C:23](=[O:24])[NH:25][c:26]1[cH:27][c:28]([N+:34](=[O:35])[O-:36])[c:29]([CH:30]=[O:31])[cH:32][cH:33]1.[CH3:11][CH2:12][O:13][C:14](=[O:15])[C:16]#[CH:17].[CH3:1][Si:2]([N-:3][Si:4]([CH3:5])([CH3:6])[CH3:7])([CH3:8])[CH3:9].[Cl-:37].[Li+:10].[NH4+:38].[O:39]1[CH2:40][CH2:41][CH2:42][CH2:43]1>>[CH3:11][CH2:12][O:13][C:14](=[O:15])[C:16]#[C:17][CH:30]([c:29]1[c:28]([N+:34](=[O:35])[O-:36])[cH:27][c:26]([NH:25][C:23]([O:22][C:18]([CH3:19])([CH3:20])[CH3:21])=[O:24])[cH:33][cH:32]1)[OH:31]. Starting materials: NC=1C(=C2C(=NC1)C=CS2)N[C@H]2CC[C@@H](OC2)CO ({(2R,5S)-5-[(6-aminothieno[3,2-b]pyridin-7-yl)amino]tetrahydro-2H-pyran-2-yl}methanol), CCC (propane). Run in CO (methanol), C(C)(=O)O (acetic acid). Run at temperature 120 celsius, time 30 minute. The product is C(C)C1=NC=2C(=C3C(=NC2)C=CS3)N1[C@H]1CC[C@@H](OC1)CO ([(2R,5S)-5-(2-Ethyl-1H-imidazo[4,5-d]thieno[3,2-b]pyridin-1-yl)tetrahydro-2H-pyran-2-yl]methanol). Isolated yield 57.0%. Reaction SMILES: [NH2:1][C:2]1[C:3]([NH:11][C@@H:12]2[CH2:17][O:16][C@@H:15]([CH2:18][OH:19])[CH2:14][CH2:13]2)=[C:4]2[S:10][CH:9]=[CH:8][C:5]2=[N:6][CH:7]=1.[CH3:20][CH2:21][CH3:22]>C(O)(=O)C.CO>[CH2:21]([C:22]1[N:11]([C@@H:12]2[CH2:17][O:16][C@@H:15]([CH2:18][OH:19])[CH2:14][CH2:13]2)[C:3]2=[C:4]3[S:10][CH:9]=[CH:8][C:5]3=[N:6][CH:7]=[C:2]2[N:1]=1)[CH3:20]. Procedure details: To a solution of {(2R,5S)-5-[(6-aminothieno[3,2-b]pyridin-7-yl)amino]tetrahydro-2H-pyran-2-yl}methanol (115 mg, 0.412 mmol) in acetic acid (1.1 mL) was added propane, 1,1,1-triethoxy- (265 μL, 1.32 mmol). The resulting mixture was stirred at 120° C. for 30 min. After cooling to room temperature, the mixture was diluted with methanol and purified with prep-LCMS (XBridge C18 column, eluting with a gradient of acetonitrile/water containing 0.1% ammonium hydroxide, at flow rate of 60 mL/min) to give...